This data is from the Open Reaction Database (ORD), a public repository of structured organic reaction records. The task is: describe an organic reaction: reactants, conditions, products, and yield The reactants are CC1(C)C=CN=C(N)C1, O=C(O)c1ccc(OC(F)F)c2oc3ccncc3c12, O=[N+]([O-])c1ccc(O)cc1, CN(C)C=O. Product: O=C(Oc1ccc([N+](=O)[O-])cc1)c1ccc(OC(F)F)c2oc3ccncc3c12. As a reaction SMILES: [CH3:31][C:32]1([CH3:33])[CH:34]=[CH:35][N:36]=[C:37]([NH2:38])[CH2:39]1.[F:1][CH:2]([O:3][c:4]1[cH:5][cH:6][c:7]([C:17](=[O:18])[OH:19])[c:8]2[c:9]1[o:10][c:11]1[c:12]2[cH:13][n:14][cH:15][cH:16]1)[F:20].[N+:21](=[O:22])([O-:23])[c:24]1[cH:25][cH:26][c:27]([OH:30])[cH:28][cH:29]1.[O:40]=[CH:41][N:42]([CH3:43])[CH3:44]>>[F:1][CH:2]([O:3][c:4]1[cH:5][cH:6][c:7]([C:17](=[O:18])[O:19][c:27]2[cH:26][cH:25][c:24]([N+:21](=[O:22])[O-:23])[cH:29][cH:28]2)[c:8]2[c:9]1[o:10][c:11]1[c:12]2[cH:13][n:14][cH:15][cH:16]1)[F:20]. The reactants are O=C([O-])O, COC(=O)C(c1ccccc1Cl)N1Cc2ccsc2C(O)C1, CC#N, C[Si](C)(C)Cl, [I-], [Na+], [Na+], Cc1ccc(S(=O)(=O)O)cc1. Yields the product COC(=O)C(c1ccccc1Cl)N1CCc2sccc2C1. Reaction SMILES: [C:41](=[O:42])([OH:43])[O-:44].[CH3:19][O:20][C:21]([CH:22]([N:23]1[CH2:24][c:25]2[c:26]([s:30][cH:31][cH:32]2)[CH:27]([OH:29])[CH2:28]1)[c:33]1[c:34]([Cl:39])[cH:35][cH:36][cH:37][cH:38]1)=[O:40].[CH3:46][C:47]#[N:48].[Cl:3][Si:4]([CH3:5])([CH3:6])[CH3:7].[I-:2].[Na+:1].[Na+:45].[c:8]1([CH3:9])[cH:10][cH:11][c:12]([S:13]([OH:14])(=[O:15])=[O:16])[cH:17][cH:18]1>>[CH3:19][O:20][C:21]([CH:22]([N:23]1[CH2:24][c:25]2[c:26]([s:30][cH:31][cH:32]2)[CH2:27][CH2:28]1)[c:33]1[c:34]([Cl:39])[cH:35][cH:36][cH:37][cH:38]1)=[O:40]. Starting materials: C(C)(=O)C=1SC=CC1 (Acetylthiophene), NC1=C(C=CC=C1)S (aminothiophenol), C=O (paraformaldehyde). Run in O1CCOCC1 (dioxane). Product: SC1=C(C=CC=C1)NCCC(=O)C=1SC=CC1 (2-(2-mercaptophenyl)aminoethylthiophenylketone). As a reaction SMILES: [C:1]([C:4]1[S:5][CH:6]=[CH:7][CH:8]=1)(=[O:3])[CH3:2].[NH2:9][C:10]1[CH:15]=[CH:14][CH:13]=[CH:12][C:11]=1[SH:16].[CH2:17]=O>O1CCOCC1>[SH:16][C:11]1[CH:12]=[CH:13][CH:14]=[CH:15][C:10]=1[NH:9][CH2:17][CH2:2][C:1]([C:4]1[S:5][CH:6]=[CH:7][CH:8]=1)=[O:3]. Procedure details: Acetylthiophene (126 mg), aminothiophenol (125 mg), and paraformaldehyde (36 mg) were reacted in dioxane (0.2 ml) at 150° C. for 2 hours.